Dataset: the Open Reaction Database (ORD), a public repository of structured organic reaction records. Task: describe an organic reaction: reactants, conditions, products, and yield Reactants: BrCCBr, O=C=O, COC(C)(C)C, CC(C)(CCl)c1ccccc1, Cl, [Mg], C1CCOC1. The product is CC(C)(CC(=O)O)c1ccccc1. As a reaction SMILES: [Br:13][CH2:14][CH2:15][Br:16].[C:17](=[O:18])=[O:19].[C:21]([O:22][CH3:23])([CH3:24])([CH3:25])[CH3:26].[CH2:2]([C:3]([CH3:4])([CH3:5])[c:6]1[cH:7][cH:8][cH:9][cH:10][cH:11]1)[Cl:12].[ClH:20].[Mg:1].[O:27]1[CH2:28][CH2:29][CH2:30][CH2:31]1>>[CH2:2]([C:3]([CH3:4])([CH3:5])[c:6]1[cH:7][cH:8][cH:9][cH:10][cH:11]1)[C:17](=[O:18])[OH:19]. Starting materials: ClC=1C=C2C(CCOC2=CC1OC1=CC=C(C=C1)C(NC1=CC=C(C=N1)C=1C=NC(=CC1)OC)=O)C(=O)O (6-chloro-7-(4-(6′-methoxy-3,3′-bipyridin-6-ylcarbamoyl)phenoxy)chroman-4-carboxylic acid), solution, C[O-].[Na+] (sodium methoxide), CO (methanol). The solvent is C1CCOC1.CO (THF MeOH). Run at time 2 hour. The product is ClC=1C=C2C(CCOC2=CC1OC1=CC=C(C=C1)C(NC1=CC=C(C=N1)C=1C=NC(=CC1)OC)=O)C(=O)[O-].[Na+] (sodium 6-chloro-7-(4-(6′-methoxy-3,3′-bipyridin-6-ylcarbamoyl)phenoxy)chroman-4-carboxylate). The yield is 96.0%. Reaction SMILES: [Cl:1][C:2]1[CH:3]=[C:4]2[C:9](=[CH:10][C:11]=1[O:12][C:13]1[CH:18]=[CH:17][C:16]([C:19](=[O:35])[NH:20][C:21]3[N:26]=[CH:25][C:24]([C:27]4[CH:28]=[N:29][C:30]([O:33][CH3:34])=[CH:31][CH:32]=4)=[CH:23][CH:22]=3)=[CH:15][CH:14]=1)[O:8][CH2:7][CH2:6][CH:5]2[C:36]([OH:38])=[O:37].C[O-].[Na+:41].CO>C1COCC1.CO>[Cl:1][C:2]1[CH:3]=[C:4]2[C:9](=[CH:10][C:11]=1[O:12][C:13]1[CH:18]=[CH:17][C:16]([C:19](=[O:35])[NH:20][C:21]3[N:26]=[CH:25][C:24]([C:27]4[CH:28]=[N:29][C:30]([O:33][CH3:34])=[CH:31][CH:32]=4)=[CH:23][CH:22]=3)=[CH:15][CH:14]=1)[O:8][CH2:7][CH2:6][CH:5]2[C:36]([O-:38])=[O:37].[Na+:41] |f:1.2,4.5,6.7|. Reported procedure: To a solution of 6-chloro-7-(4-(6′-methoxy-3,3′-bipyridin-6-ylcarbamoyl)phenoxy)chroman-4-carboxylic acid (0.040 g, 0.0752 mmol) in 1:1 THF/MeOH (2 ml) was added a 0.5M solution of sodium methoxide in methanol (0.150 ml, 0.0752 mmol), and the reaction was stirred for 2 hours at ambient temperature. The reaction was concentrated to yield the desired compound (0.040 g, 0.0722 mmol, 96.0% yield). MS (apci) m/z=532.2 (M-Na+2H). Starting materials: C(C)(C)(C)OC(NC1C(CCCC1)C(NCC#N)=O)=O ([2-(cyanomethyl-carbamoyl)-cyclohexyl]-carbamic acid tert-butyl ester). Solvent: C(=O)O (formic acid). The product is C(#N)CNC(=O)C1C(CCCC1)N (2-amino-cyclohexanecarboxylic acid cyanomethyl-amide). The yield is 61.7%. As a reaction SMILES: C(OC(=O)[NH:7][CH:8]1[CH2:13][CH2:12][CH2:11][CH2:10][CH:9]1[C:14](=[O:19])[NH:15][CH2:16][C:17]#[N:18])(C)(C)C>C(O)=O>[C:17]([CH2:16][NH:15][C:14]([CH:9]1[CH2:10][CH2:11][CH2:12][CH2:13][CH:8]1[NH2:7])=[O:19])#[N:18]. Procedure: A solution of [2-(cyanomethyl-carbamoyl)-cyclohexyl]-carbamic acid tert-butyl ester (7.3 g, 25.95 mmol) in formic acid (100 ml) and solution was stirred for four hours. Reaction was concentrated and then dissolved in 10% MeOH/dichloromethane solution (150 ml) Potassium carbonate was added until pH reached 9 and subsequent slurry was stirred vigorously before being filtered through Celite plug. The filtrate was concentrated in vacuo yielding 2-amino-cyclohexanecarboxylic acid cyanomethyl-amide (2... Starting materials: O (water), ClC=1C=CC(=C(C1)N)[N+](=O)[O-] (5-chloro-2-nitrophenylamine), Cl.COC1=C(C=CC=C1)N1CCNCC1 (1-(2-methoxyphenyl)-piperazine hydrochloride), C(=O)([O-])[O-].[K+].[K+] (K2CO3). The solvent is CN(C)C=O (DMF). Run at temperature 110 celsius, time 18 hour. Yields the product COC1=C(C=CC=C1)N1CCN(CC1)C=1C=CC(=C(C1)N)[N+](=O)[O-] (5-(4-(2-Methoxyphenyl)-piperazin-1-yl]-2-nitrophenylamine). As a reaction SMILES: Cl[C:2]1[CH:3]=[CH:4][C:5]([N+:9]([O-:11])=[O:10])=[C:6]([NH2:8])[CH:7]=1.Cl.[CH3:13][O:14][C:15]1[CH:20]=[CH:19][CH:18]=[CH:17][C:16]=1[N:21]1[CH2:26][CH2:25][NH:24][CH2:23][CH2:22]1.C([O-])([O-])=O.[K+].[K+].O>CN(C=O)C>[CH3:13][O:14][C:15]1[CH:20]=[CH:19][CH:18]=[CH:17][C:16]=1[N:21]1[CH2:26][CH2:25][N:24]([C:2]2[CH:3]=[CH:4][C:5]([N+:9]([O-:11])=[O:10])=[C:6]([NH2:8])[CH:7]=2)[CH2:23][CH2:22]1 |f:1.2,3.4.5|. Procedure: A mixture of 5-chloro-2-nitrophenylamine (1.3 g, 7.0 mmol), 1-(2-methoxyphenyl)-piperazine hydrochloride (5.0 g, 20 mmol), and K2CO3 (4.0 g, 29 mmol) in DMF (20 mL) was stirred at 110° C. for 18 h. The reaction mixture was cooled to room temperature and poured into water (200 mL). The crude solid product was collected by filtration, air dried, and purified by trituration with CHCl3 (1.3 g, 57%). Reactants: CN(CCO)c1ccccn1, CCCC[O-], CN(C)C=O, O=Cc1ccc(F)cc1, [K], O. Yields the product CN(CCOc1ccc(C=O)cc1)c1ccccn1. As a reaction SMILES: [CH3:1][N:2]([c:3]1[n:4][cH:5][cH:6][cH:7][cH:8]1)[CH2:9][CH2:10][OH:11].[CH3:22][CH2:23][CH2:24][CH2:25][O-:26].[CH3:28][N:29]([CH3:30])[CH:31]=[O:32].[F:12][c:13]1[cH:14][cH:15][c:16]([CH:17]=[O:18])[cH:19][cH:20]1.[K:21].[OH2:27]>>[CH3:1][N:2]([c:3]1[n:4][cH:5][cH:6][cH:7][cH:8]1)[CH2:9][CH2:10][O:11][c:13]1[cH:14][cH:15][c:16]([CH:17]=[O:18])[cH:19][cH:20]1. Starting materials: COc1cc2c(C#C[Si](C)(C)C)cn(C)c2cc1OC, CO, [F-], [K+]. Yields the product C#Cc1cn(C)c2cc(OC)c(OC)cc12. As a reaction SMILES: [CH3:1][O:2][c:3]1[cH:4][c:5]2[c:6]([C:15]#[C:16][Si:17]([CH3:18])([CH3:19])[CH3:20])[cH:7][n:8]([CH3:14])[c:9]2[cH:10][c:11]1[O:12][CH3:13].[CH3:23][OH:24].[F-:21].[K+:22]>>[CH3:1][O:2][c:3]1[cH:4][c:5]2[c:6]([C:15]#[CH:16])[cH:7][n:8]([CH3:14])[c:9]2[cH:10][c:11]1[O:12][CH3:13]. The reactants are CN(CC=O)C(=O)OC(C)(C)C, C1CCNC1, Cc1ccccc1, CC(=O)c1ccc(Sc2ccccc2)cc1O. Product: CN(CC1CC(=O)c2ccc(Sc3ccccc3)cc2O1)C(=O)OC(C)(C)C. RXN SMILES: [C:18]([CH3:19])([CH3:20])([CH3:21])[O:22][C:23]([N:24]([CH2:25][CH:26]=[O:27])[CH3:28])=[O:29].[CH2:30]1[CH2:31][NH:32][CH2:33][CH2:34]1.[CH3:35][c:36]1[cH:37][cH:38][cH:39][cH:40][cH:41]1.[OH:1][c:2]1[c:3]([C:15]([CH3:16])=[O:17])[cH:4][cH:5][c:6]([S:8][c:9]2[cH:10][cH:11][cH:12][cH:13][cH:14]2)[cH:7]1>>[O:1]1[c:2]2[c:3]([cH:4][cH:5][c:6]([S:8][c:9]3[cH:10][cH:11][cH:12][cH:13][cH:14]3)[cH:7]2)[C:15](=[O:17])[CH2:16][CH:26]1[CH2:25][N:24]([C:23]([O:22][C:18]([CH3:19])([CH3:20])[CH3:21])=[O:29])[CH3:28]. Starting materials: [F-].C(CCC)[N+](CCCC)(CCCC)CCCC (Tetrabutylammonium fluoride), C(C)(C)(C)OC(=O)N(C(=O)OC(C)(C)C)C1=NC=C(C=C1C)C(O[SiH2]C(C)(C)C)(C)C (2-[N,N-bis(tert-butoxycarbonyl)amino]-5-(tert-butyl-dimethyl-silanyloxymethyl)-3-methylpyridin). The solvent is C1CCOC1 (THF). Reaction conditions: time 8 hour. Yields the product C(C)(C)(C)OC(=O)N(C(=O)OC(C)(C)C)C1=NC=C(C=C1C)CO (2-[N,N -bis(tert-butoxycarbonyl)amino]-5-hydroxymethyl-3-methylpyridin). The yield is 59.4%. RXN SMILES: [F-].C([N+](CCCC)(CCCC)CCCC)CCC.[C:19]([O:23][C:24]([N:26]([C:34]1[C:39]([CH3:40])=[CH:38][C:37]([C:41](C)(C)[O:42][SiH2]C(C)(C)C)=[CH:36][N:35]=1)[C:27]([O:29][C:30]([CH3:33])([CH3:32])[CH3:31])=[O:28])=[O:25])([CH3:22])([CH3:21])[CH3:20]>C1COCC1>[C:19]([O:23][C:24]([N:26]([C:34]1[C:39]([CH3:40])=[CH:38][C:37]([CH2:41][OH:42])=[CH:36][N:35]=1)[C:27]([O:29][C:30]([CH3:33])([CH3:32])[CH3:31])=[O:28])=[O:25])([CH3:20])([CH3:21])[CH3:22] |f:0.1|. Procedure details: Tetrabutylammonium fluoride (25.1 g 79.6 mmol) was added to a solution of 2-[N,N-bis(tert-butoxycarbonyl)amino]-5-(tert-butyl-dimethyl-silanyloxymethyl)-3-methylpyridin (18.0 g, 39.8 mmol) in THF (150 mL). The reaction mixture was stirred overnight at room temperature. Concentration under reduced pressure followed by flash chromatography (hexane/EtOAc, 50:50) gave 2-[N,N -bis(tert-butoxycarbonyl)amino]-5-hydroxymethyl-3-methylpyridin (8.0 g, 59%). The reactants are CO, COc1c(Cl)cc(C(F)(F)F)cc1[N+](=O)[O-], Cl. Product: COc1c(N)cc(C(F)(F)F)cc1Cl. As a reaction SMILES: [CH3:18][OH:19].[Cl:1][c:2]1[c:3]([O:15][CH3:16])[c:4]([N+:12]([O-:13])=[O:14])[cH:5][c:6]([C:8]([F:9])([F:10])[F:11])[cH:7]1.[ClH:17]>>[Cl:1][c:2]1[c:3]([O:15][CH3:16])[c:4]([NH2:12])[cH:5][c:6]([C:8]([F:9])([F:10])[F:11])[cH:7]1.